This data is from the Open Reaction Database (ORD), a public repository of structured organic reaction records. The task is: describe an organic reaction: reactants, conditions, products, and yield As a reaction SMILES: [CH2:1]([O:11][C:12]1[CH:17]=[CH:16][C:15]([C:18]2[O:19][C:20]3[CH:26]=[CH:25][C:24]([OH:27])=[CH:23][C:21]=3[N:22]=2)=[CH:14][CH:13]=1)[CH2:2][CH2:3][CH2:4][CH2:5][CH2:6][CH2:7][CH2:8][CH2:9][CH3:10].[OH-].[K+].[CH2:30](I)[CH2:31][CH2:32][CH2:33][CH2:34][CH2:35][CH2:36][CH3:37]>C(O)CCC>[CH2:1]([O:11][C:12]1[CH:17]=[CH:16][C:15]([C:18]2[O:19][C:20]3[CH:26]=[CH:25][C:24]([O:27][CH2:30][CH2:31][CH2:32][CH2:33][CH2:34][CH2:35][CH2:36][CH3:37])=[CH:23][C:21]=3[N:22]=2)=[CH:14][CH:13]=1)[CH2:2][CH2:3][CH2:4][CH2:5][CH2:6][CH2:7][CH2:8][CH2:9][CH3:10] |f:1.2|. Isolated yield 52.1%. The solvent is C(CCC)O (butanol). Yields the product C(CCCCCCCCC)OC1=CC=C(C=C1)C=1OC2=C(N1)C=C(C=C2)OCCCCCCCC (2-(4-decyloxyphenyl)-5-octyloxybenzoxazole). The reactants are C(CCCCCCCCC)OC1=CC=C(C=C1)C=1OC2=C(N1)C=C(C=C2)O (2-(4-decyloxyphenyl)-5-hydroxybenzoxazole), [OH-].[K+] (potassium hydroxide), C(CCCCCCC)I (octyl iodide). Reported procedure: In a 20 ml-round-bottomed flask, 0.25 g (0.68 mM) of 2-(4-decyloxyphenyl)-5-hydroxybenzoxazole, 0.08 g (1.21 mM) of potassium hydroxide and 3 ml of butanol were placed and heated to provide a solution. To the solution, 0.18 ml (1.00 mM) of octyl iodide was added, followed by heat-refluxing for 5 hours and 40 minutes under stirring. After the reaction, the solvent in the reaction mixture was distilled off under reduced pressure. To the residue, ethyl acetate and water were added, followed by stir... Starting materials: NOCc1ccccc1, COc1c(Cl)ccnc1C, ClCCl, [Na+], [OH-], Oc1ccccc1. Yields the product COc1c(NOCc2ccccc2)ccnc1C. Reaction SMILES: [CH2:18]([c:19]1[cH:20][cH:21][cH:22][cH:23][cH:24]1)[O:25][NH2:26].[Cl:1][c:2]1[c:3]([O:9][CH3:10])[c:4]([CH3:8])[n:5][cH:6][cH:7]1.[Cl:29][CH2:30][Cl:31].[Na+:28].[OH-:27].[OH:11][c:12]1[cH:13][cH:14][cH:15][cH:16][cH:17]1>>[c:2]1([NH:26][O:25][CH2:18][c:19]2[cH:20][cH:21][cH:22][cH:23][cH:24]2)[c:3]([O:9][CH3:10])[c:4]([CH3:8])[n:5][cH:6][cH:7]1.